This data is from the Open Reaction Database (ORD), a public repository of structured organic reaction records. The task is: describe an organic reaction: reactants, conditions, products, and yield Reactants: C(C)(C)(C)OC(=O)N1C[C@@H]([C@@H](CC1)N[C@H](C)C1=CC=CC=C1)C(=O)O ((3S,4R)-4-[(R)-1-Phenyl-ethylamino]-piperidine-1,3-dicarboxylic acid 1-tert-butyl ester). The reagents and catalysts are [OH-].[Pd+2].[OH-] (Palladium hydroxide). Run in CO (methanol). Conditions: time 42 hour. Product: C(C)(C)(C)OC(=O)N1C[C@@H]([C@@H](CC1)N)C(=O)O ((3S,4R)-4-amino-piperidine-1,3-dicarboxylic acid 1-tert-butyl ester). The yield is 89.3%. Reaction SMILES: [C:1]([O:5][C:6]([N:8]1[CH2:13][CH2:12][C@@H:11]([NH:14][C@@H](C2C=CC=CC=2)C)[C@@H:10]([C:23]([OH:25])=[O:24])[CH2:9]1)=[O:7])([CH3:4])([CH3:3])[CH3:2]>[OH-].[Pd+2].[OH-].CO>[C:1]([O:5][C:6]([N:8]1[CH2:13][CH2:12][C@@H:11]([NH2:14])[C@@H:10]([C:23]([OH:25])=[O:24])[CH2:9]1)=[O:7])([CH3:4])([CH3:2])[CH3:3] |f:1.2.3|. Procedure: In a dry 500-mL Paar flask charged with Palladium hydroxide (20 wt % Pd, dry basis, on carbon, 0.22 g) was added methanol (50 mL) and (3S,4R)-4-[(R)-1-Phenyl-ethylamino]-piperidine-1,3-dicarboxylic acid 1-tert-butyl ester (2.11 g, 6.05 mmol). The reaction mixture was hydrogenated at 53 psi for 42 hours with vigorous shaking. The reaction mixture was filtered through a plug of celite. The plug was washed with 20 mL of ethanol and the combined filtrates were concentrated in vacuo to give a colorle... Starting materials: C(OC1=CC=CC=C1)(=O)Cl (phenyl carbonochloridate), O (water), NCC(C)C1=CC(=C(C=N1)O)OC1CCCC1 ((±)-6-(2-amino-1-methylethyl)4-(cyclopentyloxy)-3-pyridinol), C(=O)(O)[O-].[Na+] (NaHCO3). Run in C(Cl)Cl (CH2Cl2), C(Cl)Cl (CH2Cl2). Conditions: temperature 2.5 celsius. Yields the product C1(CCCC1)OC1=CC(=NC=C1OC(=O)OC1=CC=CC=C1)C(CNC(OC1=CC=CC=C1)=O)C ((±)-phenyl [2-[4-(cyclopentyloxy)-5-[(phenoxycarbonyl) oxy]-2-pyridinyl]propyl]carbamate). The yield is 103.2%. RXN SMILES: [NH2:1][CH2:2][CH:3]([C:5]1[N:10]=[CH:9][C:8]([OH:11])=[C:7]([O:12][CH:13]2[CH2:17][CH2:16][CH2:15][CH2:14]2)[CH:6]=1)[CH3:4].[C:18]([O-:21])([OH:20])=O.[Na+].[C:23](Cl)(=[O:31])[O:24][C:25]1[CH:30]=[CH:29][CH:28]=[CH:27][CH:26]=1.O>C(Cl)Cl>[CH:13]1([O:12][C:7]2[C:8]([O:11][C:18]([O:21][C:25]3[CH:30]=[CH:29][CH:28]=[CH:27][CH:26]=3)=[O:20])=[CH:9][N:10]=[C:5]([CH:3]([CH3:4])[CH2:2][NH:1][C:23](=[O:31])[O:24][C:25]3[CH:30]=[CH:29][CH:28]=[CH:27][CH:26]=3)[CH:6]=2)[CH2:17][CH2:16][CH2:15][CH2:14]1 |f:1.2|. Reported procedure: A mixture of (±)-6-(2-amino-1-methylethyl)4-(cyclopentyloxy)-3-pyridinol (0.037 mol) and NaHCO3 (0.0814 mol) in CH2Cl2 (200 ml) was stirred at 0-5° C. A solution of phenyl carbonochloridate (0.074 mol) in CH2Cl2(50 ml) was added dropwise and the resulting reaction mixture was stirred for one hour at RT. The reaction mixture was poured out into water and the layers were separated. The aqueous phase was extracted twice with CH2Cl2. The combined organic layers were dried, filtered and the solvent e... The reactants are [Al+3], [Cl-], [Cl-], [Cl-], O=C(Cl)c1ccccc1[N+](=O)[O-], O=[N+]([O-])c1ccccc1, O=c1[nH]cc[nH]1. The product is O=C(c1ccc([N+](=O)[O-])cc1)n1cc[nH]c1=O. RXN SMILES: [Al+3:29].[Cl-:28].[Cl-:30].[Cl-:31].[N+:7]([c:8]1[cH:9][cH:10][cH:11][cH:14][c:15]1[C:12](=[O:13])[Cl:16])([O-:17])=[O:18].[O-:19][N+:20](=[O:21])[c:22]1[cH:23][cH:24][cH:25][cH:26][cH:27]1.[nH:1]1[c:2](=[O:6])[nH:3][cH:4][cH:5]1>>[n:1]1([C:12](=[O:13])[c:25]2[cH:24][cH:23][c:22]([N+:20]([O-:19])=[O:21])[cH:27][cH:26]2)[c:2](=[O:6])[nH:3][cH:4][cH:5]1.